This data is from the Open Reaction Database (ORD), a public repository of structured organic reaction records. The task is: describe an organic reaction: reactants, conditions, products, and yield Starting materials: ClC1=C(C(=CC=C1)C(F)(F)F)Cl (1,2-dichloro-3-(trifluoromethyl)benzene), OC1=CC=C(OC(C(=O)N2OCCC2)C)C=C1 (N-[(±)-2-(4-hydroxyphenoxy)propionyl]isoxazolidine), C([O-])([O-])=O.[K+].[K+] (potassium carbonate), CS(=O)C (dimethylsulfoxide). Run in C1=CC=CC=C1 (benzene), O (water). Run at temperature 130 celsius, time 3 hour. The product is ClC1=C(OC2=CC=C(OC(C(=O)N3OCCC3)C)C=C2)C=CC(=C1)C(F)(F)F (N-[(±)-2-[4-(2-chloro-4-trifluoromethylphenoxy)phenoxy]propionyl]isoxazolidine). The yield is 96.1%. Reaction SMILES: [Cl:1][C:2]1[CH:7]=[CH:6][CH:5]=[C:4]([C:8]([F:11])([F:10])[F:9])[C:3]=1Cl.[OH:13][C:14]1[CH:29]=[CH:28][C:17]([O:18][CH:19]([CH3:27])[C:20]([N:22]2[CH2:26][CH2:25][CH2:24][O:23]2)=[O:21])=[CH:16][CH:15]=1.C(=O)([O-])[O-].[K+].[K+].CS(C)=O>C1C=CC=CC=1.O>[Cl:1][C:2]1[CH:3]=[C:4]([C:8]([F:11])([F:10])[F:9])[CH:5]=[CH:6][C:7]=1[O:13][C:14]1[CH:15]=[CH:16][C:17]([O:18][CH:19]([CH3:27])[C:20]([N:22]2[CH2:26][CH2:25][CH2:24][O:23]2)=[O:21])=[CH:28][CH:29]=1 |f:2.3.4|. Procedure: A mixture of 1,2-dichloro-3-(trifluoromethyl)benzene (21.5 g), N-[(±)-2-(4-hydroxyphenoxy)propionyl]isoxazolidine (23.7 g) which was prepared as in Example 3, anhydrous potassium carbonate (14.5 g) and dimethylsulfoxide (200 ml) was stirred at 130° C. for 3 hours. After the mixture was cooled, water and benzene were added thereto to form two layers. The organic layer thus separated was washed with 1 N aqueous sodium hydroxide solution and then with water and dried over anhydrous sodium sulfate. ... The reactants are ClC=1C=C(C=CC1)C(C#N)(C)C (2-(3-chlorophenyl)-2-methylpropanenitrile), CC(C)C[AlH]CC(C)C (DIBAL-H), C1CCOC1 (THF). Run at temperature -78 celsius, time 30 minute. Product: ClC=1C=C(C=CC1)C(C=O)(C)C (2-(3-chlorophenyl)-2-methylpropanal). Isolated yield 88.0%. As a reaction SMILES: [Cl:1][C:2]1[CH:3]=[C:4]([C:8]([CH3:12])([CH3:11])[C:9]#N)[CH:5]=[CH:6][CH:7]=1.CC(C[AlH]CC(C)C)C.C1C[O:25]CC1>>[Cl:1][C:2]1[CH:3]=[C:4]([C:8]([CH3:12])([CH3:11])[CH:9]=[O:25])[CH:5]=[CH:6][CH:7]=1. Reported procedure: To a solution of 2-(3-chlorophenyl)-2-methylpropanenitrile (5.3 g, 29.2 mmol) in THF (80 mL, anhyd) at −78° C. was added dropwise DIBAL-H (1M in toluene, 87 mL, 87 mmol, 3 eq) over 2 h. After stirring 30 min at −78° C., the reaction mixture was allowed to warm to room temperature, quenched with 2N HCl and extracted with EtOAc. The combined extracts were dried over MgSO4 and evaporated in vacuo to give 2-(3-chlorophenyl)-2-methylpropanal (4.6 g, 88%). 1H NMR (400 MHz, CDCl3) δ 9.48 (s, 1H), 7.32 ... Reactants: CC1=C(N)C=C(C(=C1)[N+](=O)[O-])C (2,5-dimethyl-4-nitroaniline), ferric chloride hexahydrate, Cl (hydrochloric acid), COCCC(C)(OC)OC (1,3,3-trimethoxybutane), [OH-].[Na+] (sodium hydroxide). The reagents and catalysts are [Cl-].[Zn+2].[Cl-] (zinc chloride). The solvent is C(C)O (ethanol). Reaction conditions: temperature 60 celsius. Yields the product [N+](=O)([O-])C=1C(=C2C(=CC=NC2=C(C1)C)C)C (6-nitro-4,5,8-trimethylquinoline). As a reaction SMILES: [CH3:1][C:2]1[CH:8]=[C:7]([N+:9]([O-:11])=[O:10])[C:6]([CH3:12])=[CH:5][C:3]=1[NH2:4].Cl.CO[CH2:16][CH2:17][C:18](OC)(OC)[CH3:19].[OH-].[Na+]>[Cl-].[Zn+2].[Cl-].C(O)C>[N+:9]([C:7]1[C:6]([CH3:12])=[C:5]2[C:3](=[C:2]([CH3:1])[CH:8]=1)[N:4]=[CH:16][CH:17]=[C:18]2[CH3:19])([O-:11])=[O:10] |f:3.4,5.6.7|. Reported procedure: A mixture of 2,5-dimethyl-4-nitroaniline (0.96 g), ferric chloride hexahydrate (2.50 g), zinc chloride (0.094 g), concentrated hydrochloric acid (0.481 mL), and ethanol (8 mL) is heated to 60° C. 1,3,3-trimethoxybutane (0.73 mL) is added dropwise while the reaction mixture is kept at 60° C. The reaction mixture is heated at reflux overnight and cooled to room temperature. A solution of 10% aqueous sodium hydroxide is added, and the mixture is extracted three times with methylene chloride. The co... Reactants: CC(C)(CO)COCc1ccc(F)c(Oc2ccccc2)c1, ClCCl, O=[Cr](=O)([O-])Cl, c1cc[nH+]cc1. The product is CC(C)(C=O)COCc1ccc(F)c(Oc2ccccc2)c1. RXN SMILES: [CH3:1][C:2]([CH2:3][OH:4])([CH2:5][O:6][CH2:7][c:8]1[cH:9][c:10]([O:15][c:16]2[cH:17][cH:18][cH:19][cH:20][cH:21]2)[c:11]([F:14])[cH:12][cH:13]1)[CH3:22].[Cl:34][CH2:35][Cl:36].[O:23]=[Cr:24]([Cl:25])([O-:26])=[O:27].[nH+:28]1[cH:29][cH:30][cH:31][cH:32][cH:33]1>>[CH3:1][C:2]([CH:3]=[O:4])([CH2:5][O:6][CH2:7][c:8]1[cH:9][c:10]([O:15][c:16]2[cH:17][cH:18][cH:19][cH:20][cH:21]2)[c:11]([F:14])[cH:12][cH:13]1)[CH3:22]. Reactants: C(C)(C)(C)OC(=O)N1CCC(CC1)C1OC2=C(C1)C=C(C=C2)B2OC(C(O2)(C)C)(C)C (4-[5-(4,4,5,5-tetramethyl-[1,3,2]dioxaborolan-2-yl)-2,3-dihydro-benzofuran-2-yl]-piperidine-1-carboxylic acid tert-butyl ester), BrC1=NC=C(C(=O)NC)C=C1 (6-bromo-N-methylnicotinamide). Yields the product C(C)(C)(C)OC(=O)N1CCC(CC1)C1OC2=C(C1)C=C(C=C2)C2=NC=C(C=C2)C(NC)=O (4-[5-(5-Methylcarbamoyl-pyridin-2-yl)-2,3-dihydro-benzofuran-2-yl]-piperidine-1-carboxylic acid tert-butyl ester). Reaction SMILES: [C:1]([O:5][C:6]([N:8]1[CH2:13][CH2:12][CH:11]([CH:14]2[CH2:18][C:17]3[CH:19]=[C:20](B4OC(C)(C)C(C)(C)O4)[CH:21]=[CH:22][C:16]=3[O:15]2)[CH2:10][CH2:9]1)=[O:7])([CH3:4])([CH3:3])[CH3:2].Br[C:33]1[CH:42]=[CH:41][C:36]([C:37]([NH:39][CH3:40])=[O:38])=[CH:35][N:34]=1>>[C:1]([O:5][C:6]([N:8]1[CH2:9][CH2:10][CH:11]([CH:14]2[CH2:18][C:17]3[CH:19]=[C:20]([C:33]4[CH:42]=[CH:41][C:36]([C:37](=[O:38])[NH:39][CH3:40])=[CH:35][N:34]=4)[CH:21]=[CH:22][C:16]=3[O:15]2)[CH2:12][CH2:13]1)=[O:7])([CH3:4])([CH3:3])[CH3:2]. Procedure details: The title compound is prepared from 4-[5-(4,4,5,5-tetramethyl-[1,3,2]dioxaborolan-2-yl)-2,3-dihydro-benzofuran-2-yl]-piperidine-1-carboxylic acid tert-butyl ester and 6-bromo-N-methylnicotinamide following a procedure analogous to that described in Example 1. LC (method 10): tR=1.69 min; Mass spectrum (ESI+): m/z=438 [M+H]+. Starting materials: C(C1=CC=CC=C1)OC1=C(C=C(C=NCC(OC)OC)C=C1)OC ((4-benzyloxy-3-methoxy-benzylidene)-(2,2-dimethoxy-ethyl)-amine), [Mg] (magnesium), COC=1C=C(CCl)C=CC1 (3-Methoxybenzylchloride), II (iodine), [Mg] (magnesium), [Cl-].[NH4+] (ammonium chloride). The solvent is C(C)OCC (diethyl ether), O (Water), C(C)OCC (diethyl ether). Reaction conditions: time 1 hour. The product is C(C1=CC=CC=C1)OC1=C(C=C(C=C1)C(CC1=CC(=CC=C1)OC)NCC(OC)OC)OC ([1-(4-benzyloxy-3-methoxy-phenyl)-2-(3-methoxy-phenyl)-ethyl]-(2,2-dimethoxy-ethyl)-amine). RXN SMILES: [CH3:1][O:2][C:3]1[CH:4]=[C:5]([CH:8]=[CH:9][CH:10]=1)[CH2:6]Cl.[Mg].II.[CH2:14]([O:21][C:22]1[CH:35]=[CH:34][C:25]([CH:26]=[N:27][CH2:28][CH:29]([O:32][CH3:33])[O:30][CH3:31])=[CH:24][C:23]=1[O:36][CH3:37])[C:15]1[CH:20]=[CH:19][CH:18]=[CH:17][CH:16]=1.[Cl-].[NH4+]>C(OCC)C.O>[CH2:14]([O:21][C:22]1[CH:35]=[CH:34][C:25]([CH:26]([NH:27][CH2:28][CH:29]([O:30][CH3:31])[O:32][CH3:33])[CH2:6][C:5]2[CH:8]=[CH:9][CH:10]=[C:3]([O:2][CH3:1])[CH:4]=2)=[CH:24][C:23]=1[O:36][CH3:37])[C:15]1[CH:16]=[CH:17][CH:18]=[CH:19][CH:20]=1 |f:4.5|. Reported procedure: 3-Methoxybenzylchloride (7.26 mL, 50 mmol) was dissolved in diethyl ether (50 mL) and magnesium metal (1.28 g, 52.5 mmol) was added without stirring. Several crystals of iodine were added to the magnesium “pile”. When the reaction begins, stirring is started and external cooling is applied as necessary to maintain gentle refluxing. Once the initial reaction was complete, the mixture was refluxed for 1 h to complete the reaction. The resulting gray/green mixture was cooled in an ice-bath and (4-b...